Dataset: the Open Reaction Database (ORD), a public repository of structured organic reaction records. Task: describe an organic reaction: reactants, conditions, products, and yield Reactants: BrC1=CC=C(C=C1)NS(=O)C (N-(4-bromophenyl)methanesulfinamide), N1CCC1 (azetidine), Intermediate 3. The product is N1(CCC1)S(=NC1=CC=C(C=C1)Br)(=O)C (N-[Azetidin-1-yl(methyl)oxo-λ6-sulfanylidene]-4-bromoaniline). RXN SMILES: [Br:1][C:2]1[CH:7]=[CH:6][C:5]([NH:8][S:9]([CH3:11])=[O:10])=[CH:4][CH:3]=1.[NH:12]1[CH2:15][CH2:14][CH2:13]1>>[N:12]1([S:9]([CH3:11])(=[O:10])=[N:8][C:5]2[CH:6]=[CH:7][C:2]([Br:1])=[CH:3][CH:4]=2)[CH2:15][CH2:14][CH2:13]1. Reported procedure: The title compound is prepared from N-(4-bromophenyl)methanesulfinamide and azetidine following a procedure analogous to that described for Intermediate 3 (Step 2). LC (method 1): tR=0.92 min; Mass spectrum (ESI+): m/z=289, 291 [M+H]+. Reactants: O=C([O-])[O-], CCO, ClCCl, Cl, [NH4+], [NH4+], CCOC(=O)CCN(C(=O)c1ccc2c(c1)nc(CNc1ccc(C#N)cc1)n2C)c1ccccc1. Product: Cl, CCOC(=O)CCN(C(=O)c1ccc2c(c1)nc(CNc1ccc(C(=N)N)cc1)n2C)c1ccccc1. RXN SMILES: [C:37](=[O:38])([O-:39])[O-:40].[CH2:44]([OH:45])[CH3:46].[Cl:47][CH2:48][Cl:49].[ClH:43].[NH4+:41].[NH4+:42].[c:1]1([N:7]([C:8](=[O:9])[c:10]2[cH:11][c:12]3[c:13]([n:14]([CH3:27])[c:15]([CH2:17][NH:18][c:19]4[cH:20][cH:21][c:22]([C:25]#[N:26])[cH:23][cH:24]4)[n:16]3)[cH:28][cH:29]2)[CH2:30][CH2:31][C:32](=[O:33])[O:34][CH2:35][CH3:36])[cH:2][cH:3][cH:4][cH:5][cH:6]1>>[ClH:43].[c:1]1([N:7]([C:8](=[O:9])[c:10]2[cH:11][c:12]3[c:13]([n:14]([CH3:27])[c:15]([CH2:17][NH:18][c:19]4[cH:20][cH:21][c:22]([C:25]([NH2:26])=[NH:41])[cH:23][cH:24]4)[n:16]3)[cH:28][cH:29]2)[CH2:30][CH2:31][C:32](=[O:33])[O:34][CH2:35][CH3:36])[cH:2][cH:3][cH:4][cH:5][cH:6]1. The reactants are Nc1cccc(Br)c1, O=C([O-])O, CN1C(=O)C=CC1=O, CC(C)=O, CC(C)O, [Cl-], Cl, O=N[O-], [Na+], [Na+], O, O, O, Cc1cccc(C)n1. The product is CN1C(=O)C=C(c2cccc(Br)c2)C1=O. RXN SMILES: [Br:1][c:2]1[cH:3][c:4]([NH2:5])[cH:6][cH:7][cH:8]1.[C:24](=[O:25])([OH:26])[O-:27].[CH3:13][N:14]1[C:15](=[O:20])[CH:16]=[CH:17][C:18]1=[O:19].[CH3:39][C:40](=[O:41])[CH3:42].[CH:43]([OH:44])([CH3:45])[CH3:46].[Cl-:23].[ClH:37].[N:9]([O-:10])=[O:11].[Na+:12].[Na+:28].[OH2:21].[OH2:22].[OH2:38].[n:29]1[c:30]([CH3:31])[cH:32][cH:33][cH:34][c:35]1[CH3:36]>>[Br:1][c:2]1[cH:3][c:4]([C:16]2=[CH:17][C:18](=[O:19])[N:14]([CH3:13])[C:15]2=[O:20])[cH:6][cH:7][cH:8]1. Reactants: crude product, CCN=C=NCCCN(C)C (EDCI), C=1C=CC2=C(C1)N=NN2O (HOBt), TEA, crude product, C1CCOC1 (THF), Cl (HCl), [Li+].[OH-] (LiOH), [O-]S(=O)S(=O)[O-].[Na+].[Na+] (Na2S2O4), crude product, C(=O)([O-])[O-].[K+].[K+] (K2CO3). Reagents/catalysts: CN(C)C=1C=CN=CC1 (DMAP). Solvent: CC#N (MeCN), O (water), CCO (EtOH). Run at temperature 60 celsius, time 2 hour. Yields the product ClC1=CC2=C(OC3=C(C(N2)=O)C=CC=C3)C=C1 (8-Chloro-10H-dibenzo[b,f][1,4]oxazepin-11-one). Isolated yield 66.0%. RXN SMILES: [Li+].[OH-].[O-]S(S([O-])=O)=O.[Na+].[Na+].[C:11]([O-:14])([O-])=O.[K+].[K+].CCN=C=NC[CH2:23][CH2:24]N(C)C.[CH:28]1[CH:29]=[CH:30][C:31]2[N:36](O)N=N[C:32]=2[CH:33]=1.[ClH:38].[CH2:39]1[CH2:43][O:42][CH2:41][CH2:40]1>CCO.CN(C1C=CN=CC=1)C.CC#N.O>[Cl:38][C:29]1[CH:28]=[CH:33][C:32]2[O:42][C:43]3[CH:39]=[CH:40][CH:41]=[CH:24][C:23]=3[C:11](=[O:14])[NH:36][C:31]=2[CH:30]=1 |f:0.1,2.3.4,5.6.7|. Procedure details: The crude product (2.8 g, 9.55 mmol) was then dissolved in THF (15 ml) and 2 M LiOH (40 mmol) was added. The reaction mixture was stirred at 60° C. for 2 h and then cooled to room temperature. THF was removed by rotary evaporation and the residue was acidified with HCl (2M) to a pH of 2 and filtered. The filter cake washed with 0.1M NaOH solution and finally dried to give the crude product 2.4 g (86%). Na2S2O4 (37 mmol) was added to a solution of the crude product in 2M K2CO3 (41 mmol) and EtOH ... Reactants: CCNC(=O)Nc1ccc(-c2nc(N3CCOCC3C)c3c(n2)C(C)(C)N(C(=O)OC(C)(C)C)CC3)cc1, ClCCl, O=C(O)C(F)(F)F. Product: CCNC(=O)Nc1ccc(-c2nc(N3CCOCC3C)c3c(n2)C(C)(C)NCC3)cc1. RXN SMILES: [CH2:1]([CH3:2])[NH:3][C:4]([NH:5][c:6]1[cH:7][cH:8][c:9](-[c:12]2[n:13][c:14]([N:31]3[CH:32]([CH3:37])[CH2:33][O:34][CH2:35][CH2:36]3)[c:15]3[c:16]([n:17]2)[C:18]([CH3:29])([CH3:30])[N:19]([C:22]([O:23][C:24]([CH3:25])([CH3:26])[CH3:27])=[O:28])[CH2:20][CH2:21]3)[cH:10][cH:11]1)=[O:38].[CH2:39]([Cl:40])[Cl:41].[OH:42][C:43]([C:44]([F:45])([F:46])[F:47])=[O:48]>>[CH2:1]([CH3:2])[NH:3][C:4]([NH:5][c:6]1[cH:7][cH:8][c:9](-[c:12]2[n:13][c:14]([N:31]3[CH:32]([CH3:37])[CH2:33][O:34][CH2:35][CH2:36]3)[c:15]3[c:16]([n:17]2)[C:18]([CH3:29])([CH3:30])[NH:19][CH2:20][CH2:21]3)[cH:10][cH:11]1)=[O:38].